This data is from the Open Reaction Database (ORD), a public repository of structured organic reaction records. The task is: describe an organic reaction: reactants, conditions, products, and yield The reactants are ClC=1C=C(C=C(C1)F)C1=CC(=NN1C1=CC(=NC=C1)Cl)C(=O)O (5-(3-Chloro-5-fluorophenyl)-1-(2-chloropyridin-4-yl)-1H-pyrazole-3-carboxylic acid), ClC=1C=C(C=C(C1)F)C1=CC(=NN1C=1C=NC=CC1)C(=O)N1CC(NCC1)=O (4-{[5-(3-Chloro-5-fluorophenyl)-1-(pyridin-3-yl)-1H-pyrazol-3-yl]carbonyl}piperazin-2-one), O=C1NCCNC1 (2-oxopiperazine). Yields the product ClC=1C=C(C=C(C1)F)C1=CC(=NN1C1=CC(=NC=C1)Cl)C(=O)N1CC(NCC1)=O (4-{[5-(3-Chloro-5-fluorophenyl)-1-(2-chloropyridin-4-yl)-1H-pyrazol-3-yl]carbonyl}piperazin-2-one). Reaction SMILES: [Cl:1][C:2]1[CH:3]=[C:4]([C:9]2[N:13]([C:14]3[CH:19]=[CH:18][N:17]=[C:16]([Cl:20])[CH:15]=3)[N:12]=[C:11]([C:21](O)=[O:22])[CH:10]=2)[CH:5]=[C:6]([F:8])[CH:7]=1.ClC1C=C(C2N(C3C=NC=CC=3)N=C(C([N:45]3[CH2:50][CH2:49][NH:48][C:47](=[O:51])[CH2:46]3)=O)C=2)C=C(F)C=1.O=C1CNCCN1>>[Cl:1][C:2]1[CH:3]=[C:4]([C:9]2[N:13]([C:14]3[CH:19]=[CH:18][N:17]=[C:16]([Cl:20])[CH:15]=3)[N:12]=[C:11]([C:21]([N:45]3[CH2:50][CH2:49][NH:48][C:47](=[O:51])[CH2:46]3)=[O:22])[CH:10]=2)[CH:5]=[C:6]([F:8])[CH:7]=1. Reported procedure: 30 mg (0.09 mmol) of the compound of Example 28A is reacted analogously to the synthesis of the compound of Example 4 with 9 mg (0.09 mmol) of 2-oxopiperazine. 32 mg (87% of theory) of the title compound is obtained. Starting materials: COC[P+](c1ccccc1)(c1ccccc1)c1ccccc1, Cc1ccccc1, [Cl-], Cl, COc1ccc(C=O)c(C(=O)c2ccc([N+](=O)[O-])cc2)c1, O. Product: COC=Cc1ccc(OC)cc1C(=O)c1ccc([N+](=O)[O-])cc1. Reaction SMILES: [CH3:23][O:24][CH2:25][P+:26]([c:27]1[cH:28][cH:29][cH:30][cH:31][cH:32]1)([c:33]1[cH:34][cH:35][cH:36][cH:37][cH:38]1)[c:39]1[cH:40][cH:41][cH:42][cH:43][cH:44]1.[CH3:47][c:48]1[cH:49][cH:50][cH:51][cH:52][cH:53]1.[Cl-:22].[ClH:46].[N+:1](=[O:2])([O-:3])[c:4]1[cH:5][cH:6][c:7]([C:8](=[O:9])[c:10]2[c:11]([CH:12]=[O:13])[cH:14][cH:15][c:16]([O:18][CH3:19])[cH:17]2)[cH:20][cH:21]1.[OH2:45]>>[N+:1](=[O:2])([O-:3])[c:4]1[cH:5][cH:6][c:7]([C:8](=[O:9])[c:10]2[c:11]([CH:12]=[CH:25][O:24][CH3:23])[cH:14][cH:15][c:16]([O:18][CH3:19])[cH:17]2)[cH:20][cH:21]1. Reactants: CCOC(C)=O, CCOC(=O)C=P(c1ccccc1)(c1ccccc1)c1ccccc1, C1COCCO1, CCOC(C)=O, CCCCCCC, O=Cc1cccc(Oc2ccccc2)c1. Product: CCOC(=O)C=Cc1cccc(Oc2ccccc2)c1. RXN SMILES: [C:53]([O:54][CH2:55][CH3:56])(=[O:57])[CH3:58].[CH2:16]([CH3:17])[O:18][C:19](=[O:20])[CH:21]=[P:22]([c:23]1[cH:24][cH:25][cH:26][cH:27][cH:28]1)([c:29]1[cH:30][cH:31][cH:32][cH:33][cH:34]1)[c:35]1[cH:36][cH:37][cH:38][cH:39][cH:40]1.[CH2:41]1[O:42][CH2:43][CH2:44][O:45][CH2:46]1.[CH3:47][CH2:48][O:49][C:50](=[O:51])[CH3:52].[CH3:59][CH2:60][CH2:61][CH2:62][CH2:63][CH2:64][CH3:65].[O:1]([c:2]1[cH:3][cH:4][cH:5][cH:6][cH:7]1)[c:8]1[cH:9][c:10]([CH:11]=[O:12])[cH:13][cH:14][cH:15]1>>[O:1]([c:2]1[cH:3][cH:4][cH:5][cH:6][cH:7]1)[c:8]1[cH:9][c:10]([CH:11]=[CH:21][C:19]([O:18][CH2:16][CH3:17])=[O:20])[cH:13][cH:14][cH:15]1.